Dataset: the Open Reaction Database (ORD), a public repository of structured organic reaction records. Task: describe an organic reaction: reactants, conditions, products, and yield Starting materials: FC(C(=O)O)(F)F.NC1=NC(=NC=C1C(=O)C1=C(C=CC(=C1)F)OC)NC1CCNCC1 ([4-amino-2-(piperidin-4-ylamino)-pyrimidin-5-yl]-(5-fluoro-2-methoxy-phenyl)-methanone trifluoroacetic acid salt), CS(=O)(=O)Cl (methanesulfonyl chloride). The product is NC1=NC(=NC=C1C(=O)C1=C(C=CC(=C1)F)OC)NC1CCN(CC1)S(=O)(=O)C ([4-amino-2-(1-methanesulfonyl-piperidin-4-ylamino)-pyrimidin-5-yl]-(5-fluoro-2-methoxy-phenyl)-methanone). RXN SMILES: FC(F)(F)C(O)=O.[NH2:8][C:9]1[C:14]([C:15]([C:17]2[CH:22]=[C:21]([F:23])[CH:20]=[CH:19][C:18]=2[O:24][CH3:25])=[O:16])=[CH:13][N:12]=[C:11]([NH:26][CH:27]2[CH2:32][CH2:31][NH:30][CH2:29][CH2:28]2)[N:10]=1.[CH3:33][S:34](Cl)(=[O:36])=[O:35]>>[NH2:8][C:9]1[C:14]([C:15]([C:17]2[CH:22]=[C:21]([F:23])[CH:20]=[CH:19][C:18]=2[O:24][CH3:25])=[O:16])=[CH:13][N:12]=[C:11]([NH:26][CH:27]2[CH2:28][CH2:29][N:30]([S:34]([CH3:33])(=[O:36])=[O:35])[CH2:31][CH2:32]2)[N:10]=1 |f:0.1|. Reported procedure: The same procedure as described in Example 60 was used, starting from [4-amino-2-(piperidin-4-ylamino)-pyrimidin-5-yl]-(5-fluoro-2-methoxy-phenyl)-methanone trifluoroacetic acid salt, Example 59, and methanesulfonyl chloride (Aldrich), to give [4-amino-2-(1-methanesulfonyl-piperidin-4-ylamino)-pyrimidin-5-yl]-(5-fluoro-2-methoxy-phenyl)-methanone. MS (M+H)+, 424. Starting materials: FC1=CC=C(C=C1)C(C(=O)OC)C (Methyl 2-(4-fluorophenyl)propanoate), C[Si]([N-][Si](C)(C)C)(C)C.[Li+] (lithium hexamethyldisilazide), C(CC(C)C)Br (isoamyl bromide). The solvent is O1CCCC1 (tetrahydrofuran). Reaction conditions: temperature -78 celsius, time 1 hour. The product is FC1=CC=C(C=C1)C(C(=O)OC)(CCC(C)C)C (Methyl 2-(4-fluorophenyl)-2,5-dimethylhexanoate). Isolated yield 85.0%. As a reaction SMILES: [F:1][C:2]1[CH:7]=[CH:6][C:5]([CH:8]([CH3:13])[C:9]([O:11][CH3:12])=[O:10])=[CH:4][CH:3]=1.[CH3:14][Si](C)(C)[N-][Si](C)(C)C.[Li+].C(Br)[CH2:25][CH:26]([CH3:28])[CH3:27]>O1CCCC1>[F:1][C:2]1[CH:3]=[CH:4][C:5]([C:8]([CH3:14])([CH2:13][CH2:25][CH:26]([CH3:28])[CH3:27])[C:9]([O:11][CH3:12])=[O:10])=[CH:6][CH:7]=1 |f:1.2|. Reported procedure: A solution of the compound of Example 22A (10.0 g, 55 mmol) in tetrahydrofuran (30 mL) was added dropwise over 30 min to a −78° C. solution of lithium hexamethyldisilazide (prepared from hexamethyldisilazane (14.5 mL, 68.7 mmol) and n-butyllithium in hexane (2.5 M, 26.4 mL, 65.9 mmol)). The solution was stirred at −78° C. for 1 h. The solution was then treated with neat isoamyl bromide (9.9 mL, 82.4 mmol) followed by stirring at −78° C. for 30 min, and then warming to ambient temperature for 48 ... The reactants are CCO, CC(=O)c1c(OCC=C(C)C)ccc2c(=O)c3ccccc3oc12, O=Cc1ccccc1, [K+], [OH-], O. Yields the product CC(C)=CCOc1ccc2c(=O)c3ccccc3oc2c1C(=O)C=Cc1ccccc1. RXN SMILES: [CH3:35][CH2:36][OH:37].[CH3:3][C:4](=[CH:5][CH2:6][O:7][c:8]1[cH:9][cH:10][c:11]2[c:12](=[O:25])[c:13]3[cH:14][cH:15][cH:16][cH:17][c:18]3[o:19][c:20]2[c:21]1[C:22]([CH3:23])=[O:24])[CH3:26].[CH:27](=[O:28])[c:29]1[cH:30][cH:31][cH:32][cH:33][cH:34]1.[K+:2].[OH-:1].[OH2:38]>>[CH3:3][C:4](=[CH:5][CH2:6][O:7][c:8]1[cH:9][cH:10][c:11]2[c:12](=[O:25])[c:13]3[cH:14][cH:15][cH:16][cH:17][c:18]3[o:19][c:20]2[c:21]1[C:22]([CH:23]=[CH:27][c:29]1[cH:30][cH:31][cH:32][cH:33][cH:34]1)=[O:24])[CH3:26]. Product: COc1cc(OC)nc(NC(=O)NS(=O)(=O)N(C)S(C)(=O)=O)n1. The reactants are CN(NC(=O)NS(=O)(=O)N(C)S(C)(=O)=O)S(C)(=O)=O, Clc1ccccc1, COc1cc(OC)nc(N)n1. As a reaction SMILES: [CH3:1][S:2](=[O:3])(=[O:4])[N:5]([CH3:6])[S:7](=[O:8])(=[O:9])[NH:10][C:11](=[O:12])[NH:13][N:14]([S:15]([CH3:16])(=[O:17])=[O:18])[CH3:19].[Cl:31][c:32]1[cH:33][cH:34][cH:35][cH:36][cH:37]1.[NH2:20][c:21]1[n:22][c:23]([O:29][CH3:30])[cH:24][c:25]([O:27][CH3:28])[n:26]1>>[CH3:1][S:2](=[O:3])(=[O:4])[N:5]([CH3:6])[S:7](=[O:8])(=[O:9])[NH:10][C:11](=[O:12])[NH:13][c:21]1[n:22][c:23]([O:29][CH3:30])[cH:24][c:25]([O:27][CH3:28])[n:26]1. The reactants are C1CCOC1 (THF), C(C=O)(=O)OCC (ethyl glyoxalate), mixture, S1CC(NC2=C1C=CC=C2)=O (4H-benzo[1,4]thiazin-3-one), [Li+].CC(C)[N-]C(C)C (LDA), C1CCOC1 (THF), [NH4+].[Cl-] (NH4Cl). The solvent is O (water), CCO (EtOH). Run at temperature -78 celsius, time 30 minute. Product: OC(C(=O)NO)C1SC2=C(NC1=O)C=CC=C2 (2,N-Dihydroxy-2-(3-oxo-3,4-dihydro-2H-benzo[1,4]thiazin-2-yl)-acetamide), C(C)OC(C(C1SC2=C(NC1=O)C=CC=C2)O)=O (hydroxy-(3-oxo-3,4-dihydro-2H-benzo[1,4]thiazin-2-yl)-acetic acid ethyl ester). Reaction SMILES: [S:1]1[C:6]2[CH:7]=[CH:8][CH:9]=[CH:10][C:5]=2[NH:4][C:3](=[O:11])[CH2:2]1.[Li+].CC([N-]C(C)C)C.[C:20]([O:24][CH2:25][CH3:26])(=[O:23])[CH:21]=[O:22].[NH4+:27].[Cl-].C1C[O:32]CC1>O.CCO>[OH:23][CH:20]([CH:2]1[C:3](=[O:11])[NH:4][C:5]2[CH:10]=[CH:9][CH:8]=[CH:7][C:6]=2[S:1]1)[C:21]([NH:27][OH:32])=[O:22].[CH2:25]([O:24][C:20](=[O:23])[CH:21]([OH:22])[CH:2]1[C:3](=[O:11])[NH:4][C:5]2[CH:10]=[CH:9][CH:8]=[CH:7][C:6]=2[S:1]1)[CH3:26] |f:1.2,4.5|. Procedure: To a solution of 4H-benzo[1,4]thiazin-3-one (6.06 mmol) in 30 mL of anhydrous THF at −78° C. is added freshly prepared LDA (13.9 mmol) dropwise. After the mixture is stirred at −78° C. for 30 minutes, it is warmed up to 0° C. for 30 minutes and cooled down to −78° C. again. The resulting mixture is then slowly transferred using a double-ended needle into a solution of ethyl glyoxalate (18.3 mmol, 50% in toluene) in 10 mL of anhydrous THF kept at −78° C. After the addition, the mixture is allowed...